describe an organic reaction: reactants, conditions, products, and yield From a dataset of the Open Reaction Database (ORD), a public repository of structured organic reaction records. Reactants: CC1=C(C(=CC(=C1)C#CC)C)C=1C(C(CC1OC)CC1=NC=CC=C1)=O (rac-2-(2,6-dimethyl-4-prop-1-ynylphenyl)-3-methoxy-5-pyridin-2-ylmethylcyclopent-2-enone). Run in CC(=O)C (acetone), Cl (hydrochloric acid). Yields the product CC1=C(C(=CC(=C1)C#CC)C)C1C(CC(C1=O)CC1=NC=CC=C1)=O (rac-2-(2,6-Dimethyl-4-prop-1-ynylphenyl)-4-pyridin-2-ylmethylcyclopentane-1,3-dione). Reaction SMILES: [CH3:1][C:2]1[CH:7]=[C:6]([C:8]#[C:9][CH3:10])[CH:5]=[C:4]([CH3:11])[C:3]=1[C:12]1[C:13](=[O:26])[CH:14]([CH2:19][C:20]2[CH:25]=[CH:24][CH:23]=[CH:22][N:21]=2)[CH2:15][C:16]=1[O:17]C>CC(C)=O.Cl>[CH3:1][C:2]1[CH:7]=[C:6]([C:8]#[C:9][CH3:10])[CH:5]=[C:4]([CH3:11])[C:3]=1[CH:12]1[C:13](=[O:26])[CH:14]([CH2:19][C:20]2[CH:25]=[CH:24][CH:23]=[CH:22][N:21]=2)[CH2:15][C:16]1=[O:17]. Procedure details: A solution of rac-2-(2,6-dimethyl-4-prop-1-ynylphenyl)-3-methoxy-5-pyridin-2-ylmethylcyclopent-2-enone (0.5 g, 1.45 mmol) in acetone (10 ml) and 2N hydrochloric acid (5 ml) is heated at 80°C. under microwave irradiation for 40 minutes. Volatile solvents are removed in vacuo and residue is diluted with distilled water (50 ml) and extracted with ethyl acetate (3×50 ml). The combined organic fractions are washed again with distilled water, brine, dried over sodium sulfate, filtered and the filtrate... The reactants are FC1=C(C(=O)OC)C=CC(=C1SC)C(F)(F)F (methyl 2-fluoro-3-methylthio-4-(trifluoromethyl)benzoate), C[O-].[Na+] (sodium methoxide). The solvent is CO (methanol). Yields the product COC1=C(C(=O)OC)C=CC(=C1SC)C(F)(F)F (methyl 2-methoxy-3-methylthio-4-(trifluoromethyl)benzoate). Yield: 18.3%. Reaction SMILES: F[C:2]1[C:11]([S:12][CH3:13])=[C:10]([C:14]([F:17])([F:16])[F:15])[CH:9]=[CH:8][C:3]=1[C:4]([O:6][CH3:7])=[O:5].[CH3:18][O-:19].[Na+]>CO>[CH3:18][O:19][C:2]1[C:11]([S:12][CH3:13])=[C:10]([C:14]([F:17])([F:16])[F:15])[CH:9]=[CH:8][C:3]=1[C:4]([O:6][CH3:7])=[O:5] |f:1.2|. Reported procedure: A mixture of 19.9 g (74.2 mmol) of methyl 2-fluoro-3-methylthio-4-(trifluoromethyl)benzoate and 40.1 g (30% by weight, 223 mmol) of sodium methoxide in 250 ml of methanol was heated under reflux for 6 h. For work-up, the mixture was concentrated on a rotary evaporator, the residue was taken up in water and the mixture was extracted with dichloromethane. The organic phase was dried and the filtrate was freed from the solvent. This gave 15.9 g of methyl 2-methoxy-3-methylthio-4-(trifluoromethyl)be... Starting materials: FC1=CC=C(C=C1)[C@@H]1COC2=CC(=CC=C2[C@@H]1C1=CC=C(C=C1)OCCN1CCCC1)OC ((±)-cis-3-(4-fluorophenyl)-7-methoxy-4-(4-(2-pyrrolidinoethoxy)phenyl)-chromane), [OH-].[K+] (potassium hydroxide). The solvent is CS(=O)C (DMSO), O (water). Conditions: temperature 80 celsius. Product: FC1=CC=C(C=C1)[C@@H]1COC2=CC(=CC=C2[C@H]1C1=CC=C(C=C1)OCCN1CCCC1)OC ((±)-trans-3-(4-Fluorophenyl)-7-methoxy-4-(4-(2-pyrrolidinoethoxy)phenyl)-chromane). Reaction SMILES: [F:1][C:2]1[CH:7]=[CH:6][C:5]([C@H:8]2[C@@H:17]([C:18]3[CH:23]=[CH:22][C:21]([O:24][CH2:25][CH2:26][N:27]4[CH2:31][CH2:30][CH2:29][CH2:28]4)=[CH:20][CH:19]=3)[C:16]3[C:11](=[CH:12][C:13]([O:32][CH3:33])=[CH:14][CH:15]=3)[O:10][CH2:9]2)=[CH:4][CH:3]=1.[OH-].[K+]>CS(C)=O.O>[F:1][C:2]1[CH:7]=[CH:6][C:5]([C@H:8]2[C@H:17]([C:18]3[CH:23]=[CH:22][C:21]([O:24][CH2:25][CH2:26][N:27]4[CH2:31][CH2:30][CH2:29][CH2:28]4)=[CH:20][CH:19]=3)[C:16]3[C:11](=[CH:12][C:13]([O:32][CH3:33])=[CH:14][CH:15]=3)[O:10][CH2:9]2)=[CH:4][CH:3]=1 |f:1.2|. Procedure details: A mixture of (±)-cis-3-(4-fluorophenyl)-7-methoxy-4-(4-(2-pyrrolidinoethoxy)phenyl)-chromane (1.0 g, 2.23 mmol) and powdered potassium hydroxide (0.25 g, 4.46 mmol) in dry DMSO (5 ml) was heated to 80° C. for 3 h. The mixture was diluted with water (100 ml) and the products extracted into ethyl acetate (3×100 ml). The combined extracts were washed with water, brine, dried over magnesium sulfate, and evaporated to give the crude multi-component product mixture as an orange gum. The title compound...